From a dataset of the Open Reaction Database (ORD), a public repository of structured organic reaction records. describe an organic reaction: reactants, conditions, products, and yield Starting materials: CCCCO, CS(C)=O, CCN(C(C)C)C(C)C, CC(C)n1cnc2c(NCc3cccnc3)nc(F)nc21, CCC(N)C(O)C(C)(C)C. Product: CCC(Nc1nc(NCc2cccnc2)c2ncn(C(C)C)c2n1)C(O)C(C)(C)C. Reaction SMILES: [CH2:41]([OH:42])[CH2:43][CH2:44][CH3:45].[CH3:46][S:47]([CH3:48])=[O:49].[CH:22]([N:23]([CH2:24][CH3:25])[CH:26]([CH3:27])[CH3:28])([CH3:29])[CH3:30].[F:1][c:2]1[n:3][c:4]([NH:14][CH2:15][c:16]2[cH:17][n:18][cH:19][cH:20][cH:21]2)[c:5]2[n:6][cH:7][n:8]([CH:11]([CH3:12])[CH3:13])[c:9]2[n:10]1.[NH2:31][CH:32]([CH:33]([C:34]([CH3:35])([CH3:36])[CH3:37])[OH:38])[CH2:39][CH3:40]>>[c:2]1([NH:31][CH:32]([CH:33]([C:34]([CH3:35])([CH3:36])[CH3:37])[OH:38])[CH2:39][CH3:40])[n:3][c:4]([NH:14][CH2:15][c:16]2[cH:17][n:18][cH:19][cH:20][cH:21]2)[c:5]2[n:6][cH:7][n:8]([CH:11]([CH3:12])[CH3:13])[c:9]2[n:10]1.